This data is from the Open Reaction Database (ORD), a public repository of structured organic reaction records. The task is: describe an organic reaction: reactants, conditions, products, and yield Starting materials: COC(=O)c1ccc(C(=O)Cl)cc1, COC(=O)c1ccc(C(=O)Nc2nn(Cc3cccc(Cl)c3)c3c(F)cccc23)cc1, Nc1nn(Cc2cccc(Cl)c2)c2c(F)cccc12. Yields the product O=C(O)c1ccc(C(=O)Nc2nn(Cc3cccc(Cl)c3)c3c(F)cccc23)cc1. RXN SMILES: [CH3:20][O:21][C:22](=[O:23])[c:24]1[cH:25][cH:26][c:27]([C:28]([Cl:29])=[O:30])[cH:31][cH:32]1.[CH3:33][O:34][C:35]([c:36]1[cH:37][cH:38][c:39]([C:40](=[O:41])[NH:42][c:43]2[n:44][n:45]([CH2:53][c:54]3[cH:55][c:56]([Cl:60])[cH:57][cH:58][cH:59]3)[c:46]3[c:47]([F:52])[cH:48][cH:49][cH:50][c:51]23)[cH:61][cH:62]1)=[O:63].[Cl:1][c:2]1[cH:3][c:4]([CH2:8][n:9]2[c:10]3[c:11]([cH:12][cH:13][cH:14][c:15]3[F:16])[c:17]([NH2:18])[n:19]2)[cH:5][cH:6][cH:7]1>>[O:34]=[C:35]([c:36]1[cH:37][cH:38][c:39]([C:40](=[O:41])[NH:42][c:43]2[n:44][n:45]([CH2:53][c:54]3[cH:55][c:56]([Cl:60])[cH:57][cH:58][cH:59]3)[c:46]3[c:47]([F:52])[cH:48][cH:49][cH:50][c:51]23)[cH:61][cH:62]1)[OH:63].